This data is from the Open Reaction Database (ORD), a public repository of structured organic reaction records. The task is: describe an organic reaction: reactants, conditions, products, and yield The reactants are CN(C)C=O, ClCCl, O=C(O)c1cccc(Cc2ccc(OCc3ccc4ccccc4n3)cc2)c1. The product is O=C(Cl)c1cccc(Cc2ccc(OCc3ccc4ccccc4n3)cc2)c1. RXN SMILES: [CH3:32][N:33]([CH3:34])[CH:35]=[O:36].[Cl:29][CH2:30][Cl:31].[n:1]1[c:2]([CH2:11][O:12][c:13]2[cH:14][cH:15][c:16]([CH2:17][c:18]3[cH:19][c:20]([C:21](=[O:22])[OH:23])[cH:24][cH:25][cH:26]3)[cH:27][cH:28]2)[cH:3][cH:4][c:5]2[cH:6][cH:7][cH:8][cH:9][c:10]12>>[n:1]1[c:2]([CH2:11][O:12][c:13]2[cH:14][cH:15][c:16]([CH2:17][c:18]3[cH:19][c:20]([C:21](=[O:22])[Cl:29])[cH:24][cH:25][cH:26]3)[cH:27][cH:28]2)[cH:3][cH:4][c:5]2[cH:6][cH:7][cH:8][cH:9][c:10]12. The reactants are C(C)(C)(C)OC(CN(CCNC(CC(CC1=CC=CC=C1)C(N[C@@H](CC=1N=CNC1)C(N[C@H]([C@H](C[C@H](C=C)C(C)C)O)CC1CCCCC1)=O)=O)=O)C(=O)OC(C)(C)C)=O (t-butoxycarbonyl [2-[(RS)-3-[[(S)-1-[[(1S,2S,4S)-1-(cyclohexylmethyl)-2-hydroxy-4-isopropyl-5-hexenyl]carbamoyl]- 2 imidazol-4-ylethyl]carbamoyl]-4-phenylbutyramido]ethyl]glycine t-butyl ester), Cl.C(C)(=O)O (hydrochloric acid acetic acid). Run in C(C)(=O)O (acetic acid). The product is Cl.Cl.C1(CCCCC1)C[C@@H]([C@H](C[C@H](C=C)C(C)C)O)NC(=O)[C@H](CC=1N=CNC1)NC(=O)C(CC(=O)NCCNCC(=O)O)CC1=CC=CC=C1 (N-[2-[(RS)-3-[[(S)-1-[[(1S,2S,4S)-1-(cyclohexylmethyl)-2-hydroxy-4-isopropyl-5-hexenyl]carbamoyl]-2-imidazol 4-ylethyl]carbamoyl]-4-phenylbutyramido]ethyl]glycine dihydro chloride). RXN SMILES: C([O:5][C:6](=[O:60])[CH2:7][N:8](C(OC(C)(C)C)=O)[CH2:9][CH2:10][NH:11][C:12](=[O:52])[CH2:13][CH:14]([C:22](=[O:51])[NH:23][C@H:24]([C:31](=[O:50])[NH:32][C@@H:33]([CH2:43][CH:44]1[CH2:49][CH2:48][CH2:47][CH2:46][CH2:45]1)[C@@H:34]([OH:42])[CH2:35][C@@H:36]([CH:39]([CH3:41])[CH3:40])[CH:37]=[CH2:38])[CH2:25][C:26]1[N:27]=[CH:28][NH:29][CH:30]=1)[CH2:15][C:16]1[CH:21]=[CH:20][CH:19]=[CH:18][CH:17]=1)(C)(C)C.[ClH:61].C(O)(=O)C>C(O)(=O)C>[ClH:61].[ClH:61].[CH:44]1([CH2:43][C@H:33]([NH:32][C:31]([C@@H:24]([NH:23][C:22]([CH:14]([CH2:15][C:16]2[CH:21]=[CH:20][CH:19]=[CH:18][CH:17]=2)[CH2:13][C:12]([NH:11][CH2:10][CH2:9][NH:8][CH2:7][C:6]([OH:60])=[O:5])=[O:52])=[O:51])[CH2:25][C:26]2[N:27]=[CH:28][NH:29][CH:30]=2)=[O:50])[C@@H:34]([OH:42])[CH2:35][C@@H:36]([CH:39]([CH3:40])[CH3:41])[CH:37]=[CH2:38])[CH2:45][CH2:46][CH2:47][CH2:48][CH2:49]1 |f:1.2,4.5.6|. Procedure: 100 mg (0.13 mmol) of t-butoxycarbonyl [2-[(RS)-3-[[(S)-1-[[(1S,2S,4S)-1-(cyclohexylmethyl)-2-hydroxy-4-isopropyl-5-hexenyl]carbamoyl]- 2 imidazol-4-ylethyl]carbamoyl]-4-phenylbutyramido]ethyl]glycine t-butyl ester were dissolved in 2 ml of acetic acid and stirred at room temperature for 3 hours with 4 ml of 1N hydrochloric acid/acetic acid. Thereafter, the reaction mixture was evaporated under reduced pressure and the residue was digested with ether and filtered off, to give N-[2-[(RS)-3-[[(S)-... Starting materials: FC1=C(C=CC(=C1)F)N1C=C(C(C2=CC(=C(C(=C12)F)F)F)=O)C(=O)O (1-(2,4-difluorophenyl)-6,7,8-trifluoro-1,4- dihydro-4-oxoquinoline-3-carboxylic acid), COC1=C2CNCC2=CC=C1 (4-methoxyisoindoline), C1CCC2=NCCCN2CC1 (DBU). Solvent: CN(C)C=O (DMF). The product is COC1=C2CN(CC2=CC=C1)C1=C(C=C2C(C(=CN(C2=C1F)C1=C(C=C(C=C1)F)F)C(=O)O)=O)F (7-(4-methoxy-2-isoindolinyl)-1-(2,4-difluorophenyl)-6,8- difluoro-1,4-dihydro-4-oxoquinoline-3-carboxylic acid). The yield is 30.9%. Reaction SMILES: [F:1][C:2]1[CH:7]=[C:6]([F:8])[CH:5]=[CH:4][C:3]=1[N:9]1[C:18]2[C:13](=[CH:14][C:15]([F:21])=[C:16](F)[C:17]=2[F:19])[C:12](=[O:22])[C:11]([C:23]([OH:25])=[O:24])=[CH:10]1.[CH3:26][O:27][C:28]1[CH:36]=[CH:35][CH:34]=[C:33]2[C:29]=1[CH2:30][NH:31][CH2:32]2.C1CCN2C(=NCCC2)CC1>CN(C=O)C>[CH3:26][O:27][C:28]1[CH:36]=[CH:35][CH:34]=[C:33]2[C:29]=1[CH2:30][N:31]([C:7]1[C:2]([F:1])=[C:3]3[C:4]([C:12](=[O:22])[C:11]([C:23]([OH:25])=[O:24])=[CH:10][N:9]3[C:18]3[CH:13]=[CH:14][C:15]([F:21])=[CH:16][C:17]=3[F:19])=[CH:5][C:6]=1[F:8])[CH2:32]2. Procedure: 178 mg of 1-(2,4-difluorophenyl)-6,7,8-trifluoro-1,4- dihydro-4-oxoquinoline-3-carboxylic acid, 90 mg of 4-methoxyisoindoline, 137 mg of DBU, and 1.5 ml of anhydrous DMF were processed in the same manner as in Example 20 to produce 75 mg of the target compound. Reactants: S(=O)(=O)(Cl)Cl (sulfuryl chloride), OC1=CC(=C(C=C1)C(CC(=O)OC)CCCCC)OC (methyl 3-(4-hydroxy-2-methoxyphenyl)octanoate). The solvent is C1=CC=CC=C1 (benzene), C(C)(=O)OCC (ethyl acetate). Conditions: temperature 70 celsius, time 3.5 hour. The product is ClC=1C(=CC(=C(C1)C(CC(=O)OC)CCCCC)OC)O (Methyl 3-(5-chloro-4-hydroxy-2-methoxyphenyl)octanoate). Isolated yield 88.0%. As a reaction SMILES: S(Cl)([Cl:4])(=O)=O.[OH:6][C:7]1[CH:12]=[CH:11][C:10]([CH:13]([CH2:19][CH2:20][CH2:21][CH2:22][CH3:23])[CH2:14][C:15]([O:17][CH3:18])=[O:16])=[C:9]([O:24][CH3:25])[CH:8]=1>C1C=CC=CC=1.C(OCC)(=O)C>[Cl:4][C:12]1[C:7]([OH:6])=[CH:8][C:9]([O:24][CH3:25])=[C:10]([CH:13]([CH2:19][CH2:20][CH2:21][CH2:22][CH3:23])[CH2:14][C:15]([O:17][CH3:18])=[O:16])[CH:11]=1. Procedure: 604 mg (4.48 mmol) of sulfuryl chloride were added to a solution of 1.26 g (4.48 mmol) of methyl 3-(4-hydroxy-2-methoxyphenyl)octanoate (prepared as described in Preparation 44) in 10 ml of benzene, and the resulting mixture was stirred at 70° C. for 3.5 hours. At the end of this time, the reaction mixture was diluted with ethyl acetate, and the diluted solution was washed with an aqueous solution of sodium carbonate, with water and with a saturated aqueous solution of sodium chloride, after whi... Starting materials: C#Cc1sc(N)nc1CC, CCOC(C)=O. Yields the product CCc1nc(N)sc1CC. As a reaction SMILES: [CH2:1]([CH3:2])[c:3]1[n:4][c:5]([NH2:10])[s:6][c:7]1[C:8]#[CH:9].[CH3:11][CH2:12][O:13][C:14](=[O:15])[CH3:16]>>[CH2:1]([CH3:2])[c:3]1[n:4][c:5]([NH2:10])[s:6][c:7]1[CH2:8][CH3:9]. Reactants: O=C(C(CC)N1CCNCC1)C=1C=C2CCC(NC2=CC1)=O (6-(1-oxo-2-piperazinylbutyl)-3,4-dihydrocarbostyril), BrC1=CC=C(C=C1)[N+](=O)[O-] (p-bromonitrobenzene), C([O-])([O-])=O.[K+].[K+] (potassium carbonate), O (water). The reagents and catalysts are [Cu] (copper). Solvent: CCOCCO (ethyl cellosolve). The product is O=C(C(CC)N1CCN(CC1)C1=CC=C(C=C1)[N+](=O)[O-])C=1C=C2CCC(NC2=CC1)=O (6-{1-oxo-2-[4-(4-nitrophenyl)-1-piperazinyl]-butyl}-3,4-dihydrocarbostyril). Reaction SMILES: [O:1]=[C:2]([C:12]1[CH:13]=[C:14]2[C:19](=[CH:20][CH:21]=1)[NH:18][C:17](=[O:22])[CH2:16][CH2:15]2)[CH:3]([N:6]1[CH2:11][CH2:10][NH:9][CH2:8][CH2:7]1)[CH2:4][CH3:5].Br[C:24]1[CH:29]=[CH:28][C:27]([N+:30]([O-:32])=[O:31])=[CH:26][CH:25]=1.C(=O)([O-])[O-].[K+].[K+].O>CCOCCO.[Cu]>[O:1]=[C:2]([C:12]1[CH:13]=[C:14]2[C:19](=[CH:20][CH:21]=1)[NH:18][C:17](=[O:22])[CH2:16][CH2:15]2)[CH:3]([N:6]1[CH2:11][CH2:10][N:9]([C:24]2[CH:29]=[CH:28][C:27]([N+:30]([O-:32])=[O:31])=[CH:26][CH:25]=2)[CH2:8][CH2:7]1)[CH2:4][CH3:5] |f:2.3.4|. Procedure details: 1.8 Grams of 6-(1-oxo-2-piperazinylbutyl)-3,4-dihydrocarbostyril, 2.0 g of p-bromonitrobenzene, 1.2 g of potassium carbonate and 0.1 g of copper powder were dispersed in 80 ml of ethyl cellosolve and stirred at 120°-150° C. by heating for 5 hours. The reaction mixture was concentrated under a reduced pressure and the residue thus obtained was added water and extracted with chloroform. The chloroform layer was washed with water, dried and the chloroform was removed by distillation. The residue th... Run in CO (methanol). Isolated yield 43.4%. As a reaction SMILES: [BH4-].[Na+].[F:3][C:4]1[C:5]([N:14]2[C:18]([CH3:19])=[C:17]([C:20]([NH:22][C:23]3[CH:24]=[N:25][C:26]([CH:30]4[CH2:35][CH2:34][C:33](=[O:36])[CH2:32][CH2:31]4)=[C:27]([CH3:29])[CH:28]=3)=[O:21])[CH:16]=[N:15]2)=[N:6][CH:7]=[C:8]([C:10]([F:13])([F:12])[F:11])[CH:9]=1.O>CO>[F:3][C:4]1[C:5]([N:14]2[C:18]([CH3:19])=[C:17]([C:20]([NH:22][C:23]3[CH:24]=[N:25][C:26]([C@H:30]4[CH2:31][CH2:32][C@H:33]([OH:36])[CH2:34][CH2:35]4)=[C:27]([CH3:29])[CH:28]=3)=[O:21])[CH:16]=[N:15]2)=[N:6][CH:7]=[C:8]([C:10]([F:13])([F:12])[F:11])[CH:9]=1 |f:0.1|. Reported procedure: Sodium borohydride (116.8 mg) was added under ice-cooling to a solution of 1-[3-fluoro-5-(trifluoromethyl)pyridin-2-yl]-5-methyl-N-[5-methyl-6-(4-oxocyclohexan-1-yl)pyridin-3-yl]-1H-pyrazole-4-carboxamide (211 mg) described in Example F34 in methanol (3 ml) and stirred at the same temperature for 30 minutes. After the reaction, water was added and extracted with chloroform. The organic layer was dried over anhydrous sodium sulfate and concentrated. The resulting residue was fractionated with HPL... Reaction conditions: time 30 minute. Reactants: [BH4-].[Na+] (Sodium borohydride), FC=1C(=NC=C(C1)C(F)(F)F)N1N=CC(=C1C)C(=O)NC=1C=NC(=C(C1)C)C1CCC(CC1)=O (1-[3-fluoro-5-(trifluoromethyl)pyridin-2-yl]-5-methyl-N-[5-methyl-6-(4-oxocyclohexan-1-yl)pyridin-3-yl]-1H-pyrazole-4-carboxamide), O (water). Product: FC=1C(=NC=C(C1)C(F)(F)F)N1N=CC(=C1C)C(=O)NC=1C=NC(=C(C1)C)[C@@H]1CC[C@H](CC1)O (trans-1-[3-Fluoro-5-(trifluoromethyl)pyridin-2-yl]-N-[6-(1-hydroxycyclohexan-4-yl)-5-methylpyridin-3-yl]-5-methyl-1H-pyrazole-4-carboxamide). Starting materials: N1(C=NC=C1)C1=CC=C(OC2CNCCC2)C=C1 (3-[4-(imidazol-1-yl)phenoxy]piperidine), CO (methanol), COC1=CC=C(C2=CC=CC=C12)C=O (4-methoxy-1-naphthaldehyde), CO (methanol). The solvent is C(Cl)Cl (methylene chloride). Run at time 8 hour. Yields the product COC1=CC=C(C2=CC=CC=C12)CN1CCCCC1 (1-[(4-methoxynaphth-1-yl)methyl]piperidine). The yield is 16.8%. Reaction SMILES: N1(C2C=CC(O[CH:11]3[CH2:16][CH2:15][CH2:14][NH:13][CH2:12]3)=CC=2)C=CN=C1.CO.[CH3:21][O:22][C:23]1[C:32]2[C:27](=[CH:28][CH:29]=[CH:30][CH:31]=2)[C:26]([CH:33]=O)=[CH:25][CH:24]=1>C(Cl)Cl>[CH3:21][O:22][C:23]1[C:32]2[C:27](=[CH:28][CH:29]=[CH:30][CH:31]=2)[C:26]([CH2:33][N:13]2[CH2:14][CH2:15][CH2:16][CH2:11][CH2:12]2)=[CH:25][CH:24]=1. Procedure details: To a mixture of 3-[4-(imidazol-1-yl)phenoxy]piperidine (308 mg, 1.26 mmol), methanol (6.0 mL) was added 4-methoxy-1-naphthaldehyde (1.25 eq, 298 mg), followed by borane pyridine complex (0.196 mL, 1.25 eq.). The resulting mixture was stirred overnight. The methanol was evaporated, and the residue diluted with ethyl acetate, washed with water and brine. Evaporation of the solvent in vacuo gave a crude product. Flash column chromatography on silical gel with 1-2% methanol in methylene chloride aff... Starting materials: [Mg] (magnesium), CC=1CCC2C(CC(CCC12)=O)=C (1-methyl-4-methylen-6-oxo-2,3,3a,4,5,6,7,8-octahydroazulene), II (iodine), BrC(=C)C (2-bromopropene). Run in O1CCCC1 (tetrahydrofuran). Conditions: time 30 minute. Product: OC1(CC(C2CCC(=C2CC1)C)=C)C(=C)C (6-hydroxy-6-isopropenyl-1-methyl-4-methylen-2,3,3a,4,5,6,7,8-octahydroazulene). Yield: 76.0%. RXN SMILES: [Mg].II.Br[C:5]([CH3:7])=[CH2:6].[CH3:8][C:9]1[CH2:10][CH2:11][CH:12]2[C:18]=1[CH2:17][CH2:16][C:15](=[O:19])[CH2:14][C:13]2=[CH2:20]>O1CCCC1>[OH:19][C:15]1([C:5]([CH3:7])=[CH2:6])[CH2:16][CH2:17][C:18]2[CH:12]([CH2:11][CH2:10][C:9]=2[CH3:8])[C:13](=[CH2:20])[CH2:14]1. Procedure details: To a Grignard solution, prepared from 1 g of magnesium chips activated with 1 g of iodine, 5 ml of 2-bromopropene and about 100 ml of tetrahydrofuran, were added over 10 minutes 1.76 g of 1-methyl-4-methylen-6-oxo-2,3,3a,4,5,6,7,8-octahydroazulene. The mixture was stirred vigorously for 30 minutes, cooled to 0° and treated with excess ice-cold ammonium chloride solution. The mixture was then extracted with ether, the organic extract washed with carbonate solution and water, dried over magnesium ... Conditions: time 2 day. RXN SMILES: CO[CH:3]1[CH2:7][CH2:6][CH:5](OC)[O:4]1.Cl.[F:11][C:12]([F:16])([F:15])[CH2:13][NH2:14].[CH2:17]([C:24](O)=O)[C:18](CC(O)=O)=O.C([O-])(=O)C.[Na+]>Cl.O.C(=O)([O-])[O-].[K+].[K+]>[F:11][C:12]([F:16])([F:15])[CH2:13][N:14]1[CH:6]2[CH2:5][CH2:24][CH:17]1[CH2:18][C:3](=[O:4])[CH2:7]2 |f:1.2,4.5,8.9.10|. Starting materials: Cl.FC(CN)(F)F (2,2,2-trifluoroethylamine hydrochloride), C(C(=O)CC(=O)O)C(=O)O (acetonedicarboxylic acid), C(C)(=O)[O-].[Na+] (sodium acetate), COC1OC(CC1)OC (2,5-dimethoxytetrahydrofuran). Solvent: O (water), C([O-])([O-])=O.[K+].[K+] (potassium carbonate), O (water). Yields the product FC(CN1C2CC(CC1CC2)=O)(F)F (8-(2,2,2-trifluoroethyl)-8-azabicyclo-[3.2.1]octan-3-one). Reagents/catalysts: Cl (hydrochloric acid). Yield: 33.7%. Reported procedure: A few drops of dilute hydrochloric acid were added to a solution of 2,5-dimethoxytetrahydrofuran (16.5 g) in water (70 ml). After stirring at room temperature for 30 minutes 2,2,2-trifluoroethylamine hydrochloride (16.9 g), acetonedicarboxylic acid (18.3 g) and sodium acetate (10.0 g) were added and the mixture stirred at room temperature for 2 days. The mixture was diluted to 500 ml with water, saturated with potassium carbonate and extracted with ethyl acetate (twice). The combined organic ext...